This data is from the Open Reaction Database (ORD), a public repository of structured organic reaction records. The task is: describe an organic reaction: reactants, conditions, products, and yield The reactants are BrC1=CC(=C(N)C(=C1)F)F (4-bromo-2,6-difluoroaniline), C(C(C)C)OC=1C=C(C=CC1)B(O)O (3-isobutoxyphenylboronic acid). Yields the product FC=1C=C(C=C(C1N)F)C1=CC(=CC=C1)OCC(C)C (3,5-difluoro-3′-isobutoxybiphenyl-4-amine). The yield is 60.1%. RXN SMILES: Br[C:2]1[CH:8]=[C:7]([F:9])[C:5]([NH2:6])=[C:4]([F:10])[CH:3]=1.[CH2:11]([O:15][C:16]1[CH:17]=[C:18](B(O)O)[CH:19]=[CH:20][CH:21]=1)[CH:12]([CH3:14])[CH3:13]>>[F:10][C:4]1[CH:3]=[C:2]([C:20]2[CH:19]=[CH:18][CH:17]=[C:16]([O:15][CH2:11][CH:12]([CH3:14])[CH3:13])[CH:21]=2)[CH:8]=[C:7]([F:9])[C:5]=1[NH2:6]. Reported procedure: The title compound (0.16 g) was prepared from 4-bromo-2,6-difluoroaniline (0.2 g, 0.96 mmol) and 3-isobutoxyphenylboronic acid (0.242 g, 1.2 mmol) as a yellow liquid. Reactants: C1(=CC=CC=C1)P(C1=CC=CC=2C(C3=CC=CC(=C3OC12)P(C1=CC=CC=C1)C1=CC=CC=C1)(C)C)C1=CC=CC=C1 (4,5-bis(diphenylphosphino)-9,9-dimethylxanthene), CC(C)([O-])C.[Na+] (sodium tert-butoxide), BrC1=CC=C(C=N1)CC1=CN(C2=NC=CC=C21)[Si](C(C)C)(C(C)C)C(C)C (3-(6-bromo-pyridin-3-ylmethyl)-1-triisopropylsilanyl-1H-pyrrolo[2,3-b]pyridine), BrC1=CC=C(C=N1)CC1=CN(C2=NC=CC=C21)[Si](C(C)C)(C(C)C)C(C)C (3-(6-Bromo-pyridin-3-ylmethyl)-1-triisopropylsilanyl-1H-pyrrolo[2,3-b]pyridine), ClC=1C=C(CN)C=CC1 (3-chlorobenzyl amine). The reagents and catalysts are C=1C=CC(=CC1)/C=C/C(=O)/C=C/C2=CC=CC=C2.C=1C=CC(=CC1)/C=C/C(=O)/C=C/C2=CC=CC=C2.C=1C=CC(=CC1)/C=C/C(=O)/C=C/C2=CC=CC=C2.[Pd].[Pd] (Tris(dibenzylideneacetone)-dipalladium(0)). Solvent: C(C)(=O)O (Acetic acid), O1CCOCC1 (dioxane). Conditions: temperature 100 celsius. The product is ClC=1C=C(CNC2=NC=C(C=C2)CC2=CNC3=NC=CC=C32)C=CC1 ((3-chloro-benzyl)-[5-(1H-pyrrolo[2,3-b]pyridin-3-ylmethyl)-pyridin-2-yl]-amine). As a reaction SMILES: Br[C:2]1[N:7]=[CH:6][C:5]([CH2:8][C:9]2[C:17]3[C:12](=[N:13][CH:14]=[CH:15][CH:16]=3)[N:11]([Si](C(C)C)(C(C)C)C(C)C)[CH:10]=2)=[CH:4][CH:3]=1.[Cl:28][C:29]1[CH:30]=[C:31]([CH:34]=[CH:35][CH:36]=1)[CH2:32][NH2:33].C1(P(C2C=CC=CC=2)C2C3OC4C(=CC=CC=4P(C4C=CC=CC=4)C4C=CC=CC=4)C(C)(C)C=3C=CC=2)C=CC=CC=1.CC(C)([O-])C.[Na+]>O1CCOCC1.C1C=CC(/C=C/C(/C=C/C2C=CC=CC=2)=O)=CC=1.C1C=CC(/C=C/C(/C=C/C2C=CC=CC=2)=O)=CC=1.C1C=CC(/C=C/C(/C=C/C2C=CC=CC=2)=O)=CC=1.[Pd].[Pd].C(O)(=O)C>[Cl:28][C:29]1[CH:30]=[C:31]([CH:34]=[CH:35][CH:36]=1)[CH2:32][NH:33][C:2]1[CH:3]=[CH:4][C:5]([CH2:8][C:9]2[C:17]3[C:12](=[N:13][CH:14]=[CH:15][CH:16]=3)[NH:11][CH:10]=2)=[CH:6][N:7]=1 |f:3.4,6.7.8.9.10|. Procedure details: 3-(6-bromo-pyridin-3-ylmethyl)-1-triisopropylsilanyl-1H-pyrrolo[2,3-b]pyridine (6a, mg, 0.023 mmol, prepared as described in Example 2, Scheme 4) was combined with 3-chlorobenzyl amine (543, 13 mg, 0.093 mmol) in dioxane (0.3 mL). Tris(dibenzylideneacetone)-dipalladium(0) (3 mg), 4,5-bis(diphenylphosphino)-9,9-dimethylxanthene (Xantphos, 3 mg) and sodium tert-butoxide (15 mg) were added. The mixture was heated at 100° C. overnight. Acetic acid (0.1 mL) was added and the solvents removed under re... Reactants: OC1=C(C(C=CC2=CC=C(C=C2)OCOC)=O)C(=CC(=C1CC=C)OCOC)OCOC (2'-hydroxy-4,4',6'-tris(methoxymethoxy)-3'-(2-propenyl)chalcone), [H][H] (hydrogen). Reagents/catalysts: [Pd] (palladium/carbon). Solvent: C(C)(=O)OCC (ethyl acetate), C(C)(=O)OCC (ethyl acetate). Conditions: time 3 hour. The product is OC1=C(C(=CC(=C1CCC)OCOC)OCOC)C(CCC1=CC=C(C=C1)OCOC)=O (1-[2-hydroxy-4,6-bis(methoxymethoxy)-3-n-propylphenyl]-3-(4-methoxymethoxyphenyl)-1-propanone). Yield: 99.6%. RXN SMILES: [OH:1][C:2]1[C:21]([CH2:22][CH:23]=[CH2:24])=[C:20]([O:25][CH2:26][O:27][CH3:28])[CH:19]=[C:18]([O:29][CH2:30][O:31][CH3:32])[C:3]=1[C:4](=[O:17])[CH:5]=[CH:6][C:7]1[CH:12]=[CH:11][C:10]([O:13][CH2:14][O:15][CH3:16])=[CH:9][CH:8]=1.[H][H]>C(OCC)(=O)C.[Pd]>[OH:1][C:2]1[C:21]([CH2:22][CH2:23][CH3:24])=[C:20]([O:25][CH2:26][O:27][CH3:28])[CH:19]=[C:18]([O:29][CH2:30][O:31][CH3:32])[C:3]=1[C:4](=[O:17])[CH2:5][CH2:6][C:7]1[CH:12]=[CH:11][C:10]([O:13][CH2:14][O:15][CH3:16])=[CH:9][CH:8]=1. Procedure: Then an ethyl acetate solution of 21.1 g of 2'-hydroxy-4,4',6'-tris(methoxymethoxy)-3'-(2-propenyl)chalcone was added to a suspension of 8.0 g of 5% palladium/carbon in 50 ml of ethyl acetate, in which a hydrogen gas had been sufficiently absorbed, and the mixture was stirred at room temperature in a hydrogen atmosphere for 3 hours. After the reaction, the reaction mixture was filtered and the solvent was removed from the filtrate by distillation to obtain quantitatively 21.2 g of 1-[2-hydroxy-4... Starting materials: CCO, [Fe], O, CC1=CC(OC(=O)c2cccc([N+](=O)[O-])c2)C(O)C(C)(C)CC1=O, c1ccccc1. The product is CC1=CC(OC(=O)c2cccc(N)c2)C(O)C(C)(C)CC1=O. As a reaction SMILES: [CH3:25][CH2:26][OH:27].[Fe:35].[OH2:28].[OH:1][CH:2]1[CH:3]([O:13][C:14]([c:15]2[cH:16][c:17]([N+:21]([O-:22])=[O:23])[cH:18][cH:19][cH:20]2)=[O:24])[CH:4]=[C:5]([CH3:12])[C:6](=[O:11])[CH2:7][C:8]1([CH3:9])[CH3:10].[cH:29]1[cH:30][cH:31][cH:32][cH:33][cH:34]1>>[OH:1][CH:2]1[CH:3]([O:13][C:14]([c:15]2[cH:16][c:17]([NH2:21])[cH:18][cH:19][cH:20]2)=[O:24])[CH:4]=[C:5]([CH3:12])[C:6](=[O:11])[CH2:7][C:8]1([CH3:9])[CH3:10]. Reactants: Nc1cc(Cl)ccc1[N+](=O)[O-], [K+], [K+], O=C([O-])[O-], NCCN1CCOCC1, CN(C)C=O, O. Yields the product Nc1cc(NCCN2CCOCC2)ccc1[N+](=O)[O-]. Reaction SMILES: [Cl:1][c:2]1[cH:3][cH:4][c:5]([N+:9](=[O:10])[O-:11])[c:6]([NH2:8])[cH:7]1.[K+:21].[K+:22].[O-:23][C:24]([O-:25])=[O:26].[O:12]1[CH2:13][CH2:14][N:15]([CH2:18][CH2:19][NH2:20])[CH2:16][CH2:17]1.[O:28]=[CH:29][N:30]([CH3:31])[CH3:32].[OH2:27]>>[c:2]1([NH:20][CH2:19][CH2:18][N:15]2[CH2:14][CH2:13][O:12][CH2:17][CH2:16]2)[cH:3][cH:4][c:5]([N+:9](=[O:10])[O-:11])[c:6]([NH2:8])[cH:7]1. Product: CCOC(=O)CCNC(=O)c1ccc(NC(c2cc(-c3ccc(OCCCS(C)=O)cc3)oc2C)C2CCCCC2)cc1. Reaction SMILES: [CH3:43][OH:44].[CH:1]1([CH:7]([c:8]2[c:9]([CH3:25])[o:10][c:11](-[c:13]3[cH:14][cH:15][c:16]([O:19][CH2:20][CH2:21][CH2:22][S:23][CH3:24])[cH:17][cH:18]3)[cH:12]2)[NH:26][c:27]2[cH:28][cH:29][c:30]([C:33](=[O:34])[NH:35][CH2:36][CH2:37][C:38](=[O:39])[O:40][CH2:41][CH3:42])[cH:31][cH:32]2)[CH2:2][CH2:3][CH2:4][CH2:5][CH2:6]1.[OH2:45]>>[CH:1]1([CH:7]([c:8]2[c:9]([CH3:25])[o:10][c:11](-[c:13]3[cH:14][cH:15][c:16]([O:19][CH2:20][CH2:21][CH2:22][S:23]([CH3:24])=[O:44])[cH:17][cH:18]3)[cH:12]2)[NH:26][c:27]2[cH:28][cH:29][c:30]([C:33](=[O:34])[NH:35][CH2:36][CH2:37][C:38](=[O:39])[O:40][CH2:41][CH3:42])[cH:31][cH:32]2)[CH2:2][CH2:3][CH2:4][CH2:5][CH2:6]1. The reactants are CO, CCOC(=O)CCNC(=O)c1ccc(NC(c2cc(-c3ccc(OCCCSC)cc3)oc2C)C2CCCCC2)cc1, O.